From a dataset of the Open Reaction Database (ORD), a public repository of structured organic reaction records. describe an organic reaction: reactants, conditions, products, and yield Starting materials: CCCCCC(CC(=O)Nc1cc(CN)ccc1C(C)(C)C)c1ccc(OC)cc1OC, CCS(=O)(=O)Cl, ClCCl, CCOC(C)=O. Product: CCCCCC(CC(=O)Nc1cc(CNS(=O)(=O)CC)ccc1C(C)(C)C)c1ccc(OC)cc1OC. As a reaction SMILES: [C:7]([CH3:8])([CH3:9])([CH3:10])[c:11]1[c:12]([NH:19][C:20]([CH2:21][CH:22]([CH2:23][CH2:24][CH2:25][CH2:26][CH3:27])[c:28]2[c:29]([O:36][CH3:37])[cH:30][c:31]([O:34][CH3:35])[cH:32][cH:33]2)=[O:38])[cH:13][c:14]([CH2:17][NH2:18])[cH:15][cH:16]1.[CH2:1]([CH3:2])[S:3](=[O:4])(=[O:5])[Cl:6].[CH2:39]([Cl:40])[Cl:41].[CH3:42][CH2:43][O:44][C:45](=[O:46])[CH3:47]>>[CH2:1]([CH3:2])[S:3](=[O:4])(=[O:5])[NH:18][CH2:17][c:14]1[cH:13][c:12]([NH:19][C:20]([CH2:21][CH:22]([CH2:23][CH2:24][CH2:25][CH2:26][CH3:27])[c:28]2[c:29]([O:36][CH3:37])[cH:30][c:31]([O:34][CH3:35])[cH:32][cH:33]2)=[O:38])[c:11]([C:7]([CH3:8])([CH3:9])[CH3:10])[cH:16][cH:15]1. The reactants are CCCCO, Cc1c(Cl)cccc1CC(Cl)(Cl)Cl, Cl, [K+], [OH-]. Product: CCCCOC(=O)Cc1cccc(Cl)c1C. As a reaction SMILES: [CH2:17]([CH2:18][CH2:19][CH3:20])[OH:21].[Cl:3][C:4]([CH2:5][c:6]1[c:7]([CH3:13])[c:8]([Cl:12])[cH:9][cH:10][cH:11]1)([Cl:14])[Cl:15].[ClH:16].[K+:2].[OH-:1]>>[O:1]=[C:4]([CH2:5][c:6]1[c:7]([CH3:13])[c:8]([Cl:12])[cH:9][cH:10][cH:11]1)[O:21][CH2:17][CH2:18][CH2:19][CH3:20]. The reactants are O=C([O-])[O-], ClCCl, CN1CCC2(CC1)CN(c1ccccc1F)c1ccccc12, [K+], [K+], N#CBr. Product: N#CN1CCC2(CC1)CN(c1ccccc1F)c1ccccc12. RXN SMILES: [C:26](=[O:27])([O-:28])[O-:29].[CH2:32]([Cl:33])[Cl:34].[F:1][c:2]1[c:3]([N:8]2[CH2:9][C:10]3([c:11]4[cH:12][cH:13][cH:14][cH:15][c:16]42)[CH2:17][CH2:18][N:19]([CH3:22])[CH2:20][CH2:21]3)[cH:4][cH:5][cH:6][cH:7]1.[K+:30].[K+:31].[N:23]#[C:24][Br:25]>>[F:1][c:2]1[c:3]([N:8]2[CH2:9][C:10]3([c:11]4[cH:12][cH:13][cH:14][cH:15][c:16]42)[CH2:17][CH2:18][N:19]([C:22]#[N:23])[CH2:20][CH2:21]3)[cH:4][cH:5][cH:6][cH:7]1.